Dataset: the Open Reaction Database (ORD), a public repository of structured organic reaction records. Task: describe an organic reaction: reactants, conditions, products, and yield Reactants: Oc1ccccc1Br, CC(C)=O, ClCc1ccccc1, [K+], [K+], O=C([O-])[O-]. Yields the product Brc1ccccc1OCc1ccccc1. RXN SMILES: [Br:1][c:2]1[c:3]([OH:8])[cH:4][cH:5][cH:6][cH:7]1.[CH3:23][C:24](=[O:25])[CH3:26].[Cl:9][CH2:10][c:11]1[cH:12][cH:13][cH:14][cH:15][cH:16]1.[K+:17].[K+:18].[O-:19][C:20]([O-:21])=[O:22]>>[Br:1][c:2]1[c:3]([O:8][CH2:10][c:11]2[cH:12][cH:13][cH:14][cH:15][cH:16]2)[cH:4][cH:5][cH:6][cH:7]1. Reactants: C1[C@@H](O1)CO ((S)-glycidol), N1CCOCC1 (morpholine). The solvent is C(C)O (ethanol). Yields the product N1(CCOCC1)C[C@H](CO)O ((2R)-3-(4-morpholinyl)-1,2-propanediol). The yield is 102.2%. As a reaction SMILES: [CH2:1]1[O:3][C@H:2]1[CH2:4][OH:5].[NH:6]1[CH2:11][CH2:10][O:9][CH2:8][CH2:7]1>C(O)C>[N:6]1([CH2:1][C@@H:2]([OH:3])[CH2:4][OH:5])[CH2:11][CH2:10][O:9][CH2:8][CH2:7]1. Reported procedure: A solution of (S)-glycidol (1.00 mL, 15.0 mmol) and morpholine (1.96 mL, 22.5 mmol, 2.5 equiv.) in abs. ethanol was heated in a microwave for 4 min. at 140 0° C., cooled to room temperature and concentrated at 70° C. under a 12 mbar vacuum to afford (2R)-3-(4-morpholinyl)-1,2-propanediol (2.47 g, 102%): 1H NMR (CDCl3) δ 2.37 (dd J=4.0, 12.4 Hz, 1H), 2.40-2.48 (m, 2H), 2.57 (dd, J=9.6, 12.4 Hz, 1H), 2.62-2.71 (m, 2H), 3.50 (dd, J=4.2, 11.4 Hz, 1H), 3.65-3.79 (m, 5H), 3.79-3.88 (m, 1H). Reactants: C(C1=CC=C(C(=O)Cl)C=C1)(=O)Cl (terephthalic acid dichloride), Cl (hydrochloric acid), C(C=1C(N)=CC=CC1)(=O)O (Anthranilic acid), C([O-])([O-])=O.[Na+].[Na+] (sodium carbonate). Solvent: CC(=O)C (acetone), CC(=O)C (acetone), O (water). Reaction conditions: temperature 25 celsius, time 2 hour. Yields the product 19.1, C(C1=CC=C(C(=O)NC=2C(C(=O)O)=CC=CC2)C=C1)(=O)NC=1C(C(=O)O)=CC=CC1 (terephthaloyl-bisanthranilic acid). Reaction SMILES: [C:1]([OH:10])(=[O:9])[C:2]1[C:3](=[CH:5][CH:6]=[CH:7][CH:8]=1)[NH2:4].[C:11](=[O:14])([O-])[O-:12].[Na+].[Na+].[C:17](Cl)(=[O:27])[C:18]1[CH:26]=[CH:25][C:21]([C:22](Cl)=[O:23])=[CH:20][CH:19]=1.Cl>O.CC(C)=O>[C:17]([NH:4][C:3]1[C:2](=[CH:8][CH:7]=[CH:6][CH:5]=1)[C:11]([OH:12])=[O:14])(=[O:27])[C:18]1[CH:26]=[CH:25][C:21]([C:22]([NH:4][C:3]2[C:2](=[CH:8][CH:7]=[CH:6][CH:5]=2)[C:1]([OH:10])=[O:9])=[O:23])=[CH:20][CH:19]=1 |f:1.2.3|. Reported procedure: Anthranilic acid (14.0 parts) and 11.7 parts of sodium carbonate were dissolved in 250 parts of water, and a solution obtained by dissolving 10.1 parts of terephthalic acid dichloride in 60 parts of acetone was added dropwise to the above solution with stirring at 20 to 30° C. Reaction was carried out at room temperature for 2 hours after the dropwise addition and further under acetone reflux for one hour. Then, concentrated hydrochloric acid was added to make the reaction system acidic, and the... Reactants: C1(=CC=CC=C1)S(=O)(=O)N=C=O (benzenesulfonyl isocyanate), ClC=1C=C(N)C=CC1Cl (3,4-dichloroaniline). Yields the product ClC=1C=C(C=CC1Cl)NC(=O)NS(=O)(=O)C1=CC=CC=C1 (N-([(3,4-dichlorophenyl)amino]carbonyl)benzenesulfonamide). Isolated yield 83.5%. As a reaction SMILES: [C:1]1([S:7]([N:10]=[C:11]=[O:12])(=[O:9])=[O:8])[CH:6]=[CH:5][CH:4]=[CH:3][CH:2]=1.[Cl:13][C:14]1[CH:15]=[C:16]([CH:18]=[CH:19][C:20]=1[Cl:21])[NH2:17]>>[Cl:13][C:14]1[CH:15]=[C:16]([NH:17][C:11]([NH:10][S:7]([C:1]2[CH:2]=[CH:3][CH:4]=[CH:5][CH:6]=2)(=[O:8])=[O:9])=[O:12])[CH:18]=[CH:19][C:20]=1[Cl:21]. Procedure details: The title compound was prepared in 83.5% yield from benzenesulfonyl isocyanate and 3,4-dichloroaniline following the procedure of Example 1, m.p. 194°-195° C. Starting materials: BrCC1CC1, CC(C)(C)[O-], CCC(CO)N1C(=O)CCC(c2cccc(Cl)c2)C1c1ccc(Cl)cc1, [Na+], CN(C)C=O. Product: CCC(COCC1CC1)N1C(=O)CCC(c2cccc(Cl)c2)C1c1ccc(Cl)cc1. Reaction SMILES: [Br:27][CH2:28][CH:29]1[CH2:30][CH2:31]1.[CH3:32][C:33]([CH3:34])([O-:35])[CH3:36].[Cl:1][c:2]1[cH:3][c:4]([CH:8]2[CH2:9][CH2:10][C:11](=[O:26])[N:12]([CH:21]([CH2:22][OH:23])[CH2:24][CH3:25])[CH:13]2[c:14]2[cH:15][cH:16][c:17]([Cl:20])[cH:18][cH:19]2)[cH:5][cH:6][cH:7]1.[Na+:37].[O:38]=[CH:39][N:40]([CH3:41])[CH3:42]>>[Cl:1][c:2]1[cH:3][c:4]([CH:8]2[CH2:9][CH2:10][C:11](=[O:26])[N:12]([CH:21]([CH2:22][O:23][CH2:28][CH:29]3[CH2:30][CH2:31]3)[CH2:24][CH3:25])[CH:13]2[c:14]2[cH:15][cH:16][c:17]([Cl:20])[cH:18][cH:19]2)[cH:5][cH:6][cH:7]1. Starting materials: ClC1=CC=C(C=C1)C(C)N ((±)1-(4-chlorophenyl)ethylamine), C(C(O)C(O)C(=O)O)(=O)O (tartaric acid). Run in industrial methylated spirits. Reaction conditions: time 2 day. Yields the product C(=O)(O)C(O)C(O)C(=O)O.ClC1=CC=C(C=C1)C(C)N ((+)1-(4-chlorophenyl)ethylamine (-) tartrate). As a reaction SMILES: [Cl:1][C:2]1[CH:7]=[CH:6][C:5]([CH:8]([NH2:10])[CH3:9])=[CH:4][CH:3]=1.[C:11]([OH:20])(=[O:19])[CH:12]([CH:14]([C:16]([OH:18])=[O:17])[OH:15])[OH:13]>>[C:16]([CH:14]([CH:12]([C:11]([OH:20])=[O:19])[OH:13])[OH:15])([OH:18])=[O:17].[Cl:1][C:2]1[CH:7]=[CH:6][C:5]([CH:8]([NH2:10])[CH3:9])=[CH:4][CH:3]=1 |f:2.3|. Procedure details: The (+)-enantiomer (starting material for Example 56) was prepared in conventional manner as follows. A mixture of (±)1-(4-chlorophenyl)ethylamine (73 g) and D(-) tartaric acid (70 g) in industrial methylated spirits (IMS) (4.2 1) was allowed to stand at ambient temperature for 2 days. The solid formed was collected by filtration, washed with IMS and recrystallised from IMS to give (+)1-(4-chlorophenyl)ethylamine (-) tartrate, m.p. 195°-199° C. The salt was suspended in water and basified with a... Starting materials: N1N=CC2=CC=C(C=C12)OC(C(C)(C)C)=O (2,2-Dimethyl-propionic acid 1H-indazol-6-yl Ester). The solvent is CN(C)C=O (DMF). Product: O=C(CN1N=CC2=CC=C(C=C12)OC(C(C)(C)C)=O)C (2,2-Dimethyl-propionic Acid 1-(2-oxo-propyl)1H-indazol-6-yl Ester). Yield: 137.4%. Reaction SMILES: [NH:1]1[C:9]2[C:4](=[CH:5][CH:6]=[C:7]([O:10][C:11](=[O:16])[C:12]([CH3:15])([CH3:14])[CH3:13])[CH:8]=2)[CH:3]=[N:2]1>CN(C=O)C>[O:10]=[C:7]([CH3:8])[CH2:6][N:1]1[C:9]2[C:4](=[CH:5][CH:6]=[C:7]([O:10][C:11](=[O:16])[C:12]([CH3:13])([CH3:15])[CH3:14])[CH:8]=2)[CH:3]=[N:2]1. Procedure details: A solution of the product of Step A (1.5 g, 6.9 mmol) in DMF (10 ml) was treated by the procedure described for Example 1, Step B to give an oil (1.3 g, 62%): 1H NMR (CDCl3) δ 8.09 (d, J=0.8 Hz, 1H), 7.99 (s, 1H), 7.90 (s, 1H), 7.58 (d, J=8.6 Hz, 1H), 7.01 and 6.96 (dd, J=2.0 and 8.6 Hz, 1H), 4.64 (s, 2H), 2.15 (s, 3H), 1.56 (s, 3H) 1.27 (s, 6H); MS(ES) m/z 275 (M+). Starting materials: C(C)(C)(C)OC(=O)N([C@H](C)C1=CC(=CC=C1)OC)CC1C(CN(CC1)C1=NC=C(C(=O)OCC)C=C1Cl)C1=CC=CC=C1 (ethyl 6-[4-({(tert-butoxycarbonyl)[(1R)-1-(3-methoxyphenyl)ethyl]amino}methyl)-3-phenylpiperidin-1-yl]-5-chloronicotinate), C1CCOC1 (THF), [OH-].[Na+] (sodium hydroxide), Cl (hydrochloric acid). Solvent: CO (methanol). Conditions: time 2 day. The product is C(C)(C)(C)OC(=O)N([C@H](C)C1=CC(=CC=C1)OC)CC1C(CN(CC1)C1=NC=C(C(=O)O)C=C1Cl)C1=CC=CC=C1 (6-[4-({(tert-butoxycarbonyl)[(1R)-1-(3-methoxyphenyl)ethyl]amino}methyl)-3-phenylpiperidin-1-yl]-5-chloronicotinic acid), crude product. RXN SMILES: [C:1]([O:5][C:6]([N:8]([CH2:19][CH:20]1[CH2:25][CH2:24][N:23]([C:26]2[C:36]([Cl:37])=[CH:35][C:29]([C:30]([O:32]CC)=[O:31])=[CH:28][N:27]=2)[CH2:22][CH:21]1[C:38]1[CH:43]=[CH:42][CH:41]=[CH:40][CH:39]=1)[C@@H:9]([C:11]1[CH:16]=[CH:15][CH:14]=[C:13]([O:17][CH3:18])[CH:12]=1)[CH3:10])=[O:7])([CH3:4])([CH3:3])[CH3:2].C1COCC1.[OH-].[Na+].Cl>CO>[C:1]([O:5][C:6]([N:8]([CH2:19][CH:20]1[CH2:25][CH2:24][N:23]([C:26]2[C:36]([Cl:37])=[CH:35][C:29]([C:30]([OH:32])=[O:31])=[CH:28][N:27]=2)[CH2:22][CH:21]1[C:38]1[CH:39]=[CH:40][CH:41]=[CH:42][CH:43]=1)[C@@H:9]([C:11]1[CH:16]=[CH:15][CH:14]=[C:13]([O:17][CH3:18])[CH:12]=1)[CH3:10])=[O:7])([CH3:2])([CH3:3])[CH3:4] |f:2.3|. Reported procedure: To 131 mg of ethyl 6-[4-({(tert-butoxycarbonyl)[(1R)-1-(3-methoxyphenyl)ethyl]amino}methyl)-3-phenylpiperidin-1-yl]-5-chloronicotinate were added 2.0 mL of THF, 1.0 mL of methanol, and 1.0 mL of a 1 M aqueous sodium hydroxide solution, followed by stirring at room temperature for 2 days. It was neutralized by addition of 1.1 mL of 1 M hydrochloric acid, and then extracted with ethyl acetate, and the organic layer was dried over anhydrous sodium sulfate. After filtration, the filtrate was concent...